This data is from the Open Reaction Database (ORD), a public repository of structured organic reaction records. The task is: describe an organic reaction: reactants, conditions, products, and yield Starting materials: CN(C1=CC=CC=C1)C(=O)N=C=S ((Methylanilino)methanoyl isothiocyanate), CN(C(=O)Cl)C1=CC=CC=C1 (N-methyl-N-phenylcarbamic chloride), ClC=1C=C(N)C=CC1OC1=CC=NC2=CC(=C(C=C12)OC)OC (3-Chloro-4-[(6,7-dimethoxy-4-quinolyl)oxy]aniline), C1(=CC=CC=C1)C (toluene). Run in C(C)O (ethanol), C(C)O (ethanol). Run at time 2 hour. Product: CN(C1=CC=CC=C1)C(=O)N=C=S ((Methylanilino)methanoyl isothiocyanate), ClC=1C=C(C=CC1OC1=CC=NC2=CC(=C(C=C12)OC)OC)NC(=S)NC(=O)N(C1=CC=CC=C1)C (N-{3-Chloro-4-[(6,7-dimethoxy-4-quinolyl)oxy]phenyl}-{[(methylanilino)carbonyl]amino}methanethioamide). The yield is 71.0%. RXN SMILES: CN(C1C=CC=CC=1)C(Cl)=O.[CH3:12][N:13]([C:20]([N:22]=[C:23]=[S:24])=[O:21])[C:14]1[CH:19]=[CH:18][CH:17]=[CH:16][CH:15]=1.[Cl:25][C:26]1[CH:27]=[C:28]([CH:30]=[CH:31][C:32]=1[O:33][C:34]1[C:43]2[C:38](=[CH:39][C:40]([O:46][CH3:47])=[C:41]([O:44][CH3:45])[CH:42]=2)[N:37]=[CH:36][CH:35]=1)[NH2:29].C1(C)C=CC=CC=1>C(O)C>[CH3:12][N:13]([C:20]([N:22]=[C:23]=[S:24])=[O:21])[C:14]1[CH:19]=[CH:18][CH:17]=[CH:16][CH:15]=1.[Cl:25][C:26]1[CH:27]=[C:28]([NH:29][C:23]([NH:22][C:20]([N:13]([CH3:12])[C:14]2[CH:19]=[CH:18][CH:17]=[CH:16][CH:15]=2)=[O:21])=[S:24])[CH:30]=[CH:31][C:32]=1[O:33][C:34]1[C:43]2[C:38](=[CH:39][C:40]([O:46][CH3:47])=[C:41]([O:44][CH3:45])[CH:42]=2)[N:37]=[CH:36][CH:35]=1. Procedure: (Methylanilino)methanoyl isothiocyanate was prepared using commercially available N-methyl-N-phenylcarbamic chloride (80 mg) as a starting compound according to the description of the literature. (Methylanilino)methanoyl isothiocyanate was dissolved in ethanol (1 ml) to prepare a solution. 3-Chloro-4-[(6,7-dimethoxy-4-quinolyl)oxy]aniline (50 mg), toluene (5 ml), and ethanol (1 ml) were added to the solution, and the mixture was stirred at room temperature for 2 hr. The reaction solution was con... The reactants are O (water), C(C)(=O)C1=C(C(=O)O)C=CC=C1 (2-acetylbenzoic acid), ClC1=CC=CC=C1 (chlorobenzene), Br (hydrobromic acid). The solvent is C(C)(=O)O (acetic acid), BrBr (bromine). Run at temperature 30 celsius. The product is C1(OCC(C2=C1C=CC=C2)=O)=O (1H-2-benzopyran-1,4(3H)-dione). Yield: 74.5%. As a reaction SMILES: [C:1]([C:4]1[CH:12]=[CH:11][CH:10]=[CH:9][C:5]=1[C:6]([OH:8])=[O:7])(=[O:3])[CH3:2].ClC1C=CC=CC=1.Br.O>C(O)(=O)C.BrBr>[C:6]1(=[O:8])[C:5]2[CH:9]=[CH:10][CH:11]=[CH:12][C:4]=2[C:1](=[O:3])[CH2:2][O:7]1. Reported procedure: A stirred mixture of 2-acetylbenzoic acid (compound of formula (XI)) (1.00 Kg, 6.09 mol) and chlorobenzene (10.0 L) was treated with 5.5 molar hydrobromic acid in acetic acid (55 mL) and bromine (310 mL) then warmed to approximately 30° C. After 3 hours water (10.0 L) was added and the reaction heated to reflux. After 3 hours the reaction was cooled to 60° C. and the organic layer removed. The aqueous layer was extracted with chlorobenzene (2.0 L) and the combined organic layers concentrated und... The reactants are CC1=C(C=2C(C(CC2C2=C1OC(=C2)C(=O)O)CCC)=O)C (4,5-dimethyl-6-oxo-7-propyl-7,8-dihydro-6H-indeno[5,4-b]furan-2-carboxylic acid), B(F)(F)F.CCOCC (borontrifluoride etherate), O (water). Run in C(C)O (ethanol). Yields the product CC1=C(C=2C(C(CC2C2=C1OC(=C2)C(=O)OCC)CCC)=O)C (ethyl [4,5-dimethyl-6-oxo-7-propyl-7,8-dihydro-6H-indeno[5,4-b]-furan-2-carboxylate]). RXN SMILES: [CH3:1][C:2]1[C:10]2[O:11][C:12]([C:14]([OH:16])=[O:15])=[CH:13][C:9]=2[C:8]2[CH2:7][CH:6]([CH2:17][CH2:18][CH3:19])[C:5](=[O:20])[C:4]=2[C:3]=1[CH3:21].B(F)(F)F.[CH3:26][CH2:27]OCC.O>C(O)C>[CH3:1][C:2]1[C:10]2[O:11][C:12]([C:14]([O:16][CH2:26][CH3:27])=[O:15])=[CH:13][C:9]=2[C:8]2[CH2:7][CH:6]([CH2:17][CH2:18][CH3:19])[C:5](=[O:20])[C:4]=2[C:3]=1[CH3:21] |f:1.2|. Reported procedure: To a solution of 4,5-dimethyl-6-oxo-7-propyl-7,8-dihydro-6H-indeno[5,4-b]furan-2-carboxylic acid (8.0 g.) in ethanol (50 ml.) is added borontrifluoride etherate (13 ml.). The reaction mixture is refluxed for 0.5 hour, treated with water and cooled to afford ethyl [4,5-dimethyl-6-oxo-7-propyl-7,8-dihydro-6H-indeno[5,4-b]-furan-2-carboxylate] after filtration and drying. Reactants: COC(=O)CC1CCN(C(=O)OC(C)(C)C)CC1, CC(C)NC(C)C, [Li]CCCC, O=Cc1ccccc1[N+](=O)[O-], C1CCOC1. Product: COC(=O)C(C1CCN(C(=O)OC(C)(C)C)CC1)C(O)c1ccccc1[N+](=O)[O-]. As a reaction SMILES: [CH3:13][O:14][C:15]([CH2:16][CH:17]1[CH2:18][CH2:19][N:20]([C:23](=[O:24])[O:25][C:26]([CH3:27])([CH3:28])[CH3:29])[CH2:21][CH2:22]1)=[O:30].[CH:1]([NH:2][CH:3]([CH3:4])[CH3:5])([CH3:6])[CH3:7].[Li:8][CH2:9][CH2:10][CH2:11][CH3:12].[N+:31](=[O:32])([O-:33])[c:34]1[c:35]([CH:36]=[O:37])[cH:38][cH:39][cH:40][cH:41]1.[O:42]1[CH2:43][CH2:44][CH2:45][CH2:46]1>>[CH3:13][O:14][C:15]([CH:16]([CH:17]1[CH2:18][CH2:19][N:20]([C:23](=[O:24])[O:25][C:26]([CH3:27])([CH3:28])[CH3:29])[CH2:21][CH2:22]1)[CH:36]([c:35]1[c:34]([N+:31](=[O:32])[O-:33])[cH:41][cH:40][cH:39][cH:38]1)[OH:37])=[O:30]. Starting materials: CC#CCn1c(N2CCCC(NC(=O)OC(C)(C)C)C2)nc2c1c(=O)n(CC(=O)OCc1ccccc1)c(=O)n2C, ClCCl, [Na+], [OH-], O=C(O)C(F)(F)F. The product is CC#CCn1c(N2CCCC(N)C2)nc2c1c(=O)n(CC(=O)OCc1ccccc1)c(=O)n2C. RXN SMILES: [CH2:1]([c:2]1[cH:3][cH:4][cH:5][cH:6][cH:7]1)[O:8][C:9](=[O:10])[CH2:11][n:12]1[c:13](=[O:14])[n:15]([CH3:41])[c:16]2[n:17][c:18]([N:27]3[CH2:28][CH:29]([NH:33][C:34]([O:35][C:36]([CH3:37])([CH3:38])[CH3:39])=[O:40])[CH2:30][CH2:31][CH2:32]3)[n:19]([CH2:23][C:24]#[C:25][CH3:26])[c:20]2[c:21]1=[O:22].[CH2:51]([Cl:52])[Cl:53].[Na+:50].[OH-:49].[OH:42][C:43]([C:44]([F:45])([F:46])[F:47])=[O:48]>>[CH2:1]([c:2]1[cH:3][cH:4][cH:5][cH:6][cH:7]1)[O:8][C:9](=[O:10])[CH2:11][n:12]1[c:13](=[O:14])[n:15]([CH3:41])[c:16]2[n:17][c:18]([N:27]3[CH2:28][CH:29]([NH2:33])[CH2:30][CH2:31][CH2:32]3)[n:19]([CH2:23][C:24]#[C:25][CH3:26])[c:20]2[c:21]1=[O:22]. Starting materials: CCC(=O)Nc1nc2ccc(OS(=O)(=O)c3ccc(F)cc3)cc2s1, CC(C)(O)CN. The product is CCC(=O)Nc1nc2ccc(OS(=O)(=O)c3ccc(NCC(C)(C)O)cc3)cc2s1. Reaction SMILES: [C:1]([CH2:2][CH3:3])(=[O:4])[NH:5][c:6]1[s:7][c:8]2[c:9]([n:10]1)[cH:11][cH:12][c:13]([O:15][S:16](=[O:17])(=[O:18])[c:19]1[cH:20][cH:21][c:22]([F:25])[cH:23][cH:24]1)[cH:14]2.[NH2:26][CH2:27][C:28]([CH3:29])([OH:30])[CH3:31]>>[C:1]([CH2:2][CH3:3])(=[O:4])[NH:5][c:6]1[s:7][c:8]2[c:9]([n:10]1)[cH:11][cH:12][c:13]([O:15][S:16](=[O:17])(=[O:18])[c:19]1[cH:20][cH:21][c:22]([NH:26][CH2:27][C:28]([CH3:29])([OH:30])[CH3:31])[cH:23][cH:24]1)[cH:14]2. Starting materials: ClCCl, CC(C)(C)OC(=O)COc1c(Cl)cc(OCC=C(Cl)Cl)cc1Cl, O=C(O)C(F)(F)F. Yields the product O=C(O)COc1c(Cl)cc(OCC=C(Cl)Cl)cc1Cl. Reaction SMILES: [CH2:31]([Cl:32])[Cl:33].[Cl:1][C:2](=[CH:3][CH2:4][O:5][c:6]1[cH:7][c:8]([Cl:22])[c:9]([O:10][CH2:11][C:12](=[O:13])[O:14][C:15]([CH3:16])([CH3:17])[CH3:18])[c:19]([Cl:21])[cH:20]1)[Cl:23].[OH:24][C:25]([C:26]([F:27])([F:28])[F:29])=[O:30]>>[Cl:1][C:2](=[CH:3][CH2:4][O:5][c:6]1[cH:7][c:8]([Cl:22])[c:9]([O:10][CH2:11][C:12](=[O:13])[OH:14])[c:19]([Cl:21])[cH:20]1)[Cl:23].